From a dataset of the Open Reaction Database (ORD), a public repository of structured organic reaction records. describe an organic reaction: reactants, conditions, products, and yield Starting materials: C(C)(=O)NC1=CC=C(C(=O)CCC(=O)O)C=C1 (3-p-acetamidobenzoylpropionic acid), S(O)(O)(=O)=O (sulfuric acid), C(C)(=O)[O-].[Na+] (sodium acetate). Run in CO (methanol). Conditions: temperature 35 celsius. Yields the product NC1=CC=C(C(=O)CCC(=O)OC)C=C1 (Methyl 3-p-aminobenzoylpropionate). RXN SMILES: C([NH:4][C:5]1[CH:17]=[CH:16][C:8]([C:9]([CH2:11][CH2:12][C:13]([OH:15])=[O:14])=[O:10])=[CH:7][CH:6]=1)(=O)C.S(=O)(=O)(O)O.[C:23]([O-])(=O)C.[Na+]>CO>[NH2:4][C:5]1[CH:17]=[CH:16][C:8]([C:9]([CH2:11][CH2:12][C:13]([O:15][CH3:23])=[O:14])=[O:10])=[CH:7][CH:6]=1 |f:2.3|. Reported procedure: A mixture of 35 g. of 3-p-acetamidobenzoylpropionic acid, 700 ml. of methanol and 1.4 ml. of concentrated sulfuric acid is refluxed for 76 hours. The solution is cooled to 35° C. and poured onto 7 g. of anhydrous sodium acetate while stirring. The reaction mixture is stirred in an ice-bath. The product is filtered and washed with cold methanol. Starting materials: fluorescent dye compound, C1=CC2=C(C=C1N=C=S)C(=O)OC23C4=C(C=C(C=C4)O)OC5=C3C=CC(=C5)O (FITC), [SiH4] (silane), CCNC=1C=C2C(=CC1C)C(=C3C=C(/C(=N/CC)/C=C3O2)C)C=4C=CC=CC4C(=O)OCC (Rhodamine 6G), [SiH4] (silane), CCN(CC)C=1C=CC2=C(C1)OC3=CC(=[N+](CC)CC)C=CC3=C2C=4C=CC=CC4C(=O)C (Rhodamine B), [SiH4] (silane), C(C)O (ethanol), N (ammonia), C(C)O (ethanol). Solvent: O (water). Reaction conditions: time 24 hour. Product: C1=CC2=C(C=C1N=C=S)C(=O)OC23C4=C(C=C(C=C4)O)OC5=C3C=CC(=C5)O (FITC), C(C)O[Si](OCC)(OCC)OCC (tetraethoxysilane). RXN SMILES: [CH:1]1[C:6]([N:7]=[C:8]=[S:9])=[CH:5][C:4]2[C:10]([O:12][C:13]3([C:23]4[CH:24]=[CH:25][C:26]([OH:28])=[CH:27][C:22]=4[O:21][C:15]4[CH:16]=[C:17]([OH:20])[CH:18]=[CH:19][C:14]3=4)[C:3]=2[CH:2]=1)=[O:11].[SiH4:29].CCNC1C=C2OC3C(C=C(C)/C(/C=3)=N/CC)=C(C3C=CC=CC=3C([O:60][CH2:61][CH3:62])=O)C2=CC=1C.CCN(C1C=CC2C(C3C=CC=CC=3[C:93]([CH3:95])=[O:94])=C3C(=CC(C=C3)=[N+](CC)CC)OC=2C=1)CC.N.[CH2:97]([OH:99])[CH3:98]>O>[CH:1]1[C:6]([N:7]=[C:8]=[S:9])=[CH:5][C:4]2[C:10]([O:12][C:13]3([C:14]4[CH:19]=[CH:18][C:17]([OH:20])=[CH:16][C:15]=4[O:21][C:22]4[CH:27]=[C:26]([OH:28])[CH:25]=[CH:24][C:23]3=4)[C:3]=2[CH:2]=1)=[O:11].[CH2:97]([O:99][Si:29]([O:28][CH2:26][CH3:27])([O:60][CH2:61][CH3:62])[O:94][CH2:93][CH3:95])[CH3:98]. Procedure details: The mixture of 10 mg of each fluorescent dye compound of “FITC”-silane, “Rhodamine 6G”-silane and “Rhodamine B”-silane as described above is dissolved in 150 ml of ethanol (96% Merck) and the solution is added to a mixture of 200 ml of ethanol (96%, Merck), 30 g of 25% of ammonia and 100 ml of water under vigorous stirring. The modified “Stöber Process” is carried out during 24 h at room temperature under protection from light. After forming the seed particles (derivatives of R6G/FITC/Rhd B), 25... Starting materials: COC(=O)c1cc(Br)c(F)c(F)c1Nc1ccccc1F, C1CCOC1, [Cu]I, Cl[Pd]Cl, C#C[Si](C)(C)C, c1ccc(P(c2ccccc2)c2ccccc2)cc1, c1ccc(P(c2ccccc2)c2ccccc2)cc1. Product: COC(=O)c1cc(C#C[Si](C)(C)C)c(F)c(F)c1Nc1ccccc1F. Reaction SMILES: [Br:1][c:2]1[c:3]([F:21])[c:4]([F:20])[c:5]([NH:12][c:13]2[c:14]([F:19])[cH:15][cH:16][cH:17][cH:18]2)[c:6]([C:7](=[O:8])[O:9][CH3:10])[cH:11]1.[CH2:28]1[O:29][CH2:30][CH2:31][CH2:32]1.[Cu:33][I:34].[Pd:35]([Cl:36])[Cl:37].[Si:22]([CH3:23])([CH3:24])([CH3:25])[C:26]#[CH:27].[c:38]1([P:39]([c:40]2[cH:41][cH:42][cH:43][cH:44][cH:45]2)[c:46]2[cH:47][cH:48][cH:49][cH:50][cH:51]2)[cH:52][cH:53][cH:54][cH:55][cH:56]1.[c:57]1([P:58]([c:59]2[cH:60][cH:61][cH:62][cH:63][cH:64]2)[c:65]2[cH:66][cH:67][cH:68][cH:69][cH:70]2)[cH:71][cH:72][cH:73][cH:74][cH:75]1>>[c:2]1([C:27]#[C:26][Si:22]([CH3:23])([CH3:24])[CH3:25])[c:3]([F:21])[c:4]([F:20])[c:5]([NH:12][c:13]2[c:14]([F:19])[cH:15][cH:16][cH:17][cH:18]2)[c:6]([C:7](=[O:8])[O:9][CH3:10])[cH:11]1. The product is C(C)(C)(C)OCC(C(CC(C)C)NS(=O)(=O)C=1C(=CC=CC1)C)(O)C (1-t-Butyloxy-2,5-dimethyl-2-hydroxy-3-(toluenesulfonyl) aminohexane). Isolated yield 85.0%. As a reaction SMILES: [CH3:1][CH:2]([CH3:19])[CH2:3][C@H:4]([NH:8][S:9]([C:12]1[C:13]([CH3:18])=[CH:14][CH:15]=[CH:16][CH:17]=1)(=[O:11])=[O:10])[C:5](=[O:7])[CH3:6].[C:20]([O:24][CH2:25][Li])([CH3:23])([CH3:22])[CH3:21].O>C1COCC1>[C:20]([O:24][CH2:25][C:5]([CH3:6])([OH:7])[CH:4]([NH:8][S:9]([C:12]1[C:13]([CH3:18])=[CH:14][CH:15]=[CH:16][CH:17]=1)(=[O:11])=[O:10])[CH2:3][CH:2]([CH3:19])[CH3:1])([CH3:23])([CH3:22])[CH3:21]. Procedure: To a -78° C. solution of the resultant compound of Example 57 (1.0 g, 3.5 mmol) in dry THF (7 ml) was added 3 equivalent, of t-butoxymethyl lithium [E. J. Corey and T. M. Eckridge, Tetrahedron Letters, 3165 (1983)]. The mixture was warmed to room temperature for 4 hours and then poured into water. Acidification with 0.1M H3PO4, extraction into ether, washing with brine, drying, and evaporating gave 1.1 g, (85%) of the desired compound. Mass spectrum: M+ =371. The reactants are C(C)(C)(C)OC[Li] (t-butoxymethyl lithium), CC(C[C@@H](C(C)=O)NS(=O)(=O)C=1C(=CC=CC1)C)C ((S)-5-Methyl-3-[(toluenesulfonyl) amino]-2-hexanone), O (water). Solvent: C1CCOC1 (THF). Reactants: COC(N=C(C(=NC1=CC=C(C=C1)C1=NOC(=N1)C)C1=CC(=C(C(=C1)OC)OC)CO)SC)=O ([2-(3-hydroxymethyl-4,5-dimethoxyphenyl)-2-[4-(5-methyl-[1,2,4]oxadiazol-3-yl)phenylimino]-1-methylsulfanylethylidene]carbamic acid methyl ester), C1(=CC=CC=C1)P(C1=CC=CC=C1)C1=CC=CC=C1 (triphenylphosphine), CC(C#N)(O)C (acetone cyanohydrin), N(=NC(=O)OC(C)C)C(=O)OC(C)C (diisopropyl azodicarboxylate), CC(C)OC(=O)/N=N/C(=O)OC(C)C (DIAD). Solvent: C1CCOC1 (THF). Run at temperature -78 celsius, time 1 hour. The product is COC(N=C(C(=NC1=CC=C(C=C1)C1=NOC(=N1)C)C1=CC(=C(C(=C1)OC)OC)CC#N)SC)=O ({2-(3-cyanomethyl-4,5-dimethoxyphenyl)-2-[4-(5-methyl-[1,2,4]oxadiazol-3-yl)phenylimino]-1-methylsulfanylethylidene}carbamic acid methyl ester). RXN SMILES: [CH3:1][O:2][C:3](=[O:34])[N:4]=[C:5]([S:32][CH3:33])[C:6]([C:20]1[CH:25]=[C:24]([O:26][CH3:27])[C:23]([O:28][CH3:29])=[C:22]([CH2:30]O)[CH:21]=1)=[N:7][C:8]1[CH:13]=[CH:12][C:11]([C:14]2[N:18]=[C:17]([CH3:19])[O:16][N:15]=2)=[CH:10][CH:9]=1.C1(P(C2C=CC=CC=2)C2C=CC=CC=2)C=CC=CC=1.CC(C)(O)[C:56]#[N:57].N(C(OC(C)C)=O)=NC(OC(C)C)=O.CC(OC(/N=N/C(OC(C)C)=O)=O)C>C1COCC1>[CH3:1][O:2][C:3](=[O:34])[N:4]=[C:5]([S:32][CH3:33])[C:6]([C:20]1[CH:25]=[C:24]([O:26][CH3:27])[C:23]([O:28][CH3:29])=[C:22]([CH2:30][C:56]#[N:57])[CH:21]=1)=[N:7][C:8]1[CH:9]=[CH:10][C:11]([C:14]2[N:18]=[C:17]([CH3:19])[O:16][N:15]=2)=[CH:12][CH:13]=1. Procedure details: After dissolving 194 mg of [2-(3-hydroxymethyl-4,5-dimethoxyphenyl)-2-[4-(5-methyl-[1,2,4]oxadiazol-3-yl)phenylimino]-1-methylsulfanylethylidene]carbamic acid methyl ester (Example (22b)), 315 mg of triphenylphosphine and 0.11 ml of acetone cyanohydrin in 4 ml of THF under a nitrogen atmosphere, the solution was cooled to −78° C. Next, 0.23 ml of diisopropyl azodicarboxylate (hereinafter, “DIAD”) was added and the mixture was stirred at room temperature for 1 hour. The reaction mixture was conce... Starting materials: C(C1=CC=CC=C1)N1CCC(=C(C1)C1=CC=C(C=C1)F)C(=O)OCC (ethyl 1-benzyl-5-(4-fluorophenyl)-1,2,3,6-tetrahydropyridine-4-carboxylate), Cl (hydrochloric acid). The solvent is C(C)(=O)O (acetic acid). Conditions: temperature 100 celsius. The product is Cl.C(C1=CC=CC=C1)N1CCC(=C(C1)C1=CC=C(C=C1)F)C(=O)O (1-benzyl-5-(4-fluorophenyl)-1,2,3,6-tetrahydropyridine-4-carboxylic acid monohydrochloride). Isolated yield 78.0%. As a reaction SMILES: [CH2:1]([N:8]1[CH2:13][C:12]([C:14]2[CH:19]=[CH:18][C:17]([F:20])=[CH:16][CH:15]=2)=[C:11]([C:21]([O:23]CC)=[O:22])[CH2:10][CH2:9]1)[C:2]1[CH:7]=[CH:6][CH:5]=[CH:4][CH:3]=1.[ClH:26]>C(O)(=O)C>[ClH:26].[CH2:1]([N:8]1[CH2:13][C:12]([C:14]2[CH:15]=[CH:16][C:17]([F:20])=[CH:18][CH:19]=2)=[C:11]([C:21]([OH:23])=[O:22])[CH2:10][CH2:9]1)[C:2]1[CH:3]=[CH:4][CH:5]=[CH:6][CH:7]=1 |f:3.4|. Procedure details: To the compound (11.1 g) obtained in step 1 were added acetic acid (25 mL) and hydrochloric acid (25 mL), and the mixture was heated at 100° C. for 2 hr. The reaction mixture was cooled and concentrated to give 1-benzyl-5-(4-fluorophenyl)-1,2,3,6-tetrahydropyridine-4-carboxylic acid monohydrochloride (8.82 g, 78%). 1H-NMR (DMSO-d6): δ 2.70-2.80 (2H, m), 3.10-3.60 (2H, m), 3.85-4.00 (2H, m), 4.30-4.50 (2H, m), 7.18-7.25 (4H, m), 7.42-7.48 (3H, m), 7.62-7.68 (2H, m), 11.3-11.5 (1H, brs), 12.4-13.0... Starting materials: COC1(OC(C=C1)OC)CCC#C (2,5-dihydro-2,5-dimethoxy-2-(3-butynyl)furan), [NH2-].[Li+] (lithium amide), N (ammonia), BrCCCC(OC)(OC)OC (1-bromo-4,4,4-trimethoxybutane), N (ammonia). Run in O1CCCC1 (tetrahydrofuran), O1CCCC1 (tetrahydrofuran). Yields the product COC1(OC(C=C1)OC)CCC#CCCCC(OC)(OC)OC (2,5-Dihydro-2,5-dimethoxy-2-(8,8,8-trimethoxy-3-octynyl)furan). The yield is 108.2%. Reaction SMILES: [NH2-].[Li+].N.[CH3:4][O:5][C:6]1([CH2:13][CH2:14][C:15]#[CH:16])[CH:10]=[CH:9][CH:8]([O:11][CH3:12])[O:7]1.Br[CH2:18][CH2:19][CH2:20][C:21]([O:26][CH3:27])([O:24][CH3:25])[O:22][CH3:23]>O1CCCC1>[CH3:4][O:5][C:6]1([CH2:13][CH2:14][C:15]#[C:16][CH2:18][CH2:19][CH2:20][C:21]([O:26][CH3:27])([O:24][CH3:25])[O:22][CH3:23])[CH:10]=[CH:9][CH:8]([O:11][CH3:12])[O:7]1 |f:0.1|. Procedure: To a stirred mixture of 0.51 g of lithium amide and ml of liquid ammonia was added dropwise a solution of 3.64 g of 2,5-dihydro-2,5-dimethoxy-2-(3-butynyl)furan in 2.5 ml of tetrahydrofuran during 5 minutes. The mixture was stirred under reflux for 30 minutes and then treated dropwise with a solution of 5.0 g of 1-bromo-4,4,4-trimethoxybutane (U.S. Pat. No. 3,864,387) in 5 ml of tetrahydrofuran during 5 minutes. This solution was stirred under reflux for one hour, the ammonia allowed to evaporat... Run at time 8 hour. Run in CN1CCCC1=O (NMP), CO (MeOH). Isolated yield 44.4%. Reaction SMILES: C[O:2][C:3](=[O:21])[CH2:4][CH2:5][C:6]1[CH:11]=[CH:10][C:9]([O:12][C:13]2[CH:18]=[CH:17][CH:16]=[C:15](Br)[CH:14]=2)=[CH:8][C:7]=1[CH3:20].[CH2:22]([C:29]1[CH:34]=[C:33]([Cl:35])[CH:32]=[CH:31][C:30]=1[OH:36])[C:23]1[CH:28]=[CH:27][CH:26]=[CH:25][CH:24]=1.CC(C)(C(=O)CC(=O)C(C)(C)C)C.C(=O)([O-])[O-].[Cs+].[Cs+].[OH-].[Na+]>CN1C(=O)CCC1.CO.[Cu]Cl>[CH2:22]([C:29]1[CH:34]=[C:33]([Cl:35])[CH:32]=[CH:31][C:30]=1[O:36][C:15]1[CH:14]=[C:13]([CH:18]=[CH:17][CH:16]=1)[O:12][C:9]1[CH:10]=[CH:11][C:6]([CH2:5][CH2:4][C:3]([OH:2])=[O:21])=[C:7]([CH3:20])[CH:8]=1)[C:23]1[CH:24]=[CH:25][CH:26]=[CH:27][CH:28]=1 |f:3.4.5,6.7|. Procedure: A solution of 3-[4-(3-bromo-phenoxy)-2-methyl-phenyl]-propionic acid methyl ester (0.1 g, 0.3 mmol), 2-benzyl-4-chloro-phenol (69 mg, 0.32 mmol), copper(I) chloride (14 mg, 0.14 mmol), 2,2,6,6-tetramethyl-3,5-heptanedione (0.01 mL, 0.07 mmol), and cesium carbonate (113 mg, 0.35 mmol) in NMP (3 mL) is heated to 120° C. The reaction is stirred overnight and cooled to rt. The reaction is then quenched with 1N aqueous HCl and extracted with ethyl ether. The organic is washed with brine, dried over s... Reactants: COC(CCC1=C(C=C(C=C1)OC1=CC(=CC=C1)Br)C)=O (3-[4-(3-bromo-phenoxy)-2-methyl-phenyl]-propionic acid methyl ester), C(C1=CC=CC=C1)C1=C(C=CC(=C1)Cl)O (2-benzyl-4-chloro-phenol), CC(C)(C(CC(C(C)(C)C)=O)=O)C (2,2,6,6-tetramethyl-3,5-heptanedione), C([O-])([O-])=O.[Cs+].[Cs+] (cesium carbonate), [OH-].[Na+] (NaOH). Reagents/catalysts: [Cu]Cl (copper(I) chloride). The product is C(C1=CC=CC=C1)C1=C(OC=2C=C(OC3=CC(=C(C=C3)CCC(=O)O)C)C=CC2)C=CC(=C1)Cl (3-{4-[3-(2-Benzyl-4-chloro-phenoxy)-phenoxy]-2-methyl-phenyl}-propionic acid). Reactants: Rh(COD)2BF4, (S)-1-[(S)-2-(2i -diphenylphosphinophenyl)ferrocenyl]ethyl-dicyclohexyl phosphine, Rh(COD)2BF4, C(C)C=1C=CC(=NC1)CCOC1=CC=C(C=C1)\C=C\1/C(NC(S1)=O)=O (5-[1-{4-[2-(5-ethyl-pyridin-2-yl)-ethoxy]-phenyl}-meth-(E)-ylidene]-thiazolidine-2,4-dione), stock solution. The solvent is CCO (EtOH), C(Cl)Cl (DCM), CO (MeOH). Run at time 18 hour. Product: C(C)C=1C=CC(=NC1)CCOC1=CC=C(C[C@@H]2C(NC(S2)=O)=O)C=C1 ((5R)-5-{4-[2-(5-ethylpyridin-2-yl)ethoxy]benzyl}-1,3-thiazolidine-2,4-dione). Reaction SMILES: [CH2:1]([C:3]1[CH:4]=[CH:5][C:6]([CH2:9][CH2:10][O:11][C:12]2[CH:17]=[CH:16][C:15](/[CH:18]=[C:19]3\[C:20](=[O:25])[NH:21][C:22](=[O:24])[S:23]\3)=[CH:14][CH:13]=2)=[N:7][CH:8]=1)[CH3:2]>C(Cl)Cl.CO.CCO>[CH2:1]([C:3]1[CH:4]=[CH:5][C:6]([CH2:9][CH2:10][O:11][C:12]2[CH:17]=[CH:16][C:15]([CH2:18][C@H:19]3[S:23][C:22](=[O:24])[NH:21][C:20]3=[O:25])=[CH:14][CH:13]=2)=[N:7][CH:8]=1)[CH3:2]. Reported procedure: A stock solution of the Rh(COD)2BF4 (10.6 mg, 26.1 μmol) in DCM (9.5 mL) was made in a glove box. Ligand SL-WO03-2 ((S)-1-[(S)-2-(2i -diphenylphosphinophenyl)ferrocenyl]ethyl-dicyclohexyl phosphine) (8.4 mg, 12.5 μmol), was weighed into a vial and 500 μL of the Rh(COD)2BF4 stock solution was added. A solution of 5-[1-{4-[2-(5-ethyl-pyridin-2-yl)-ethoxy]-phenyl}-meth-(E)-ylidene]-thiazolidine-2,4-dione (4.5 mL of a stock solution containing 78.2 mg in 35 mL MeOH) was added to the reaction vial co... Reactants: OC=1C=C2C(=C(N(C2=CC1)CCCOC1=CC=CC2=CC=CC=C12)C(=O)OCC)C1=C(C=CC=C1)C(C)C (ethyl 5-hydroxy-3-(2-isopropylphenyl)-1-(3-(naphthalen-1-yloxy)propyl)-1H-indole-2-carboxylate), [OH-].[Na+] (NaOH). Solvent: O1CCCC1 (tetrahydrofuran), CO (methanol). Reaction conditions: temperature 70 celsius. Product: OC=1C=C2C(=C(N(C2=CC1)CCCOC1=CC=CC2=CC=CC=C12)C(=O)O)C1=C(C=CC=C1)C(C)C (5-hydroxy-3-(2-isopropylphenyl)-1-(3-(1-naphthyloxy)propyl)-1H-indole-2-carboxylic acid). Reaction SMILES: [OH:1][C:2]1[CH:3]=[C:4]2[C:8](=[CH:9][CH:10]=1)[N:7]([CH2:11][CH2:12][CH2:13][O:14][C:15]1[C:24]3[C:19](=[CH:20][CH:21]=[CH:22][CH:23]=3)[CH:18]=[CH:17][CH:16]=1)[C:6]([C:25]([O:27]CC)=[O:26])=[C:5]2[C:30]1[CH:35]=[CH:34][CH:33]=[CH:32][C:31]=1[CH:36]([CH3:38])[CH3:37].[OH-].[Na+]>O1CCCC1.CO>[OH:1][C:2]1[CH:3]=[C:4]2[C:8](=[CH:9][CH:10]=1)[N:7]([CH2:11][CH2:12][CH2:13][O:14][C:15]1[C:24]3[C:19](=[CH:20][CH:21]=[CH:22][CH:23]=3)[CH:18]=[CH:17][CH:16]=1)[C:6]([C:25]([OH:27])=[O:26])=[C:5]2[C:30]1[CH:35]=[CH:34][CH:33]=[CH:32][C:31]=1[CH:36]([CH3:38])[CH3:37] |f:1.2|. Reported procedure: To a solution of EXAMPLE 149B (22 mg) in tetrahydrofuran (2 ml) and methanol (2 ml) was added 10% NaOH 0.3 ml. The reaction was heated at 70° C. for 24 hours, cooled, acidified with diluted aqueousHCl and concentrated. The residue was purified by RPHPLC to provide the title compound. 1H NMR (400 MHz, dimethyl sulfoxide-d6) δ 8.83 (s, 1H), 8.20-8.23 (m, 1H), 7.85-7.88 (m, 1H), 7.45-7.55 (m, 5H), 7.34-7.40 (m, 2H), 7.28-7.34 (m, 1H), 7.17 (td, J=7.36, 1.23 Hz, 1H), 7.04 (dd, J=7.52, 1.38 Hz, 1H), ...